Task: describe an organic reaction: reactants, conditions, products, and yield. Dataset: the Open Reaction Database (ORD), a public repository of structured organic reaction records Starting materials: CCOC1CN(C(C)=O)CC1Nc1nc(CC)c(-c2ccc(Cl)cc2Cl)nc1CC, CCOC1CNCC1Nc1nc(CC)c(-c2ccc(Cl)cc2Cl)nc1CC, COC(=O)Cl. The product is CCOC1CN(C(=O)OC)CC1Nc1nc(CC)c(-c2ccc(Cl)cc2Cl)nc1CC. Reaction SMILES: [C:1]([N:2]1[CH2:3][CH:4]([O:5][CH2:6][CH3:7])[CH:8]([NH:9][c:10]2[c:11]([CH2:12][CH3:13])[n:14][c:15](-[c:16]3[cH:17][cH:18][c:19]([Cl:20])[cH:21][c:22]3[Cl:23])[c:24]([CH2:25][CH3:26])[n:27]2)[CH2:28]1)(=[O:29])[CH3:30].[Cl:31][c:32]1[c:33](-[c:39]2[n:40][c:41]([CH2:56][CH3:57])[c:42]([NH:47][CH:48]3[CH2:49][NH:50][CH2:51][CH:52]3[O:53][CH2:54][CH3:55])[n:43][c:44]2[CH2:45][CH3:46])[cH:34][cH:35][c:36]([Cl:38])[cH:37]1.[Cl:58][C:59](=[O:60])[O:61][CH3:62]>>[Cl:31][c:32]1[c:33](-[c:39]2[n:40][c:41]([CH2:56][CH3:57])[c:42]([NH:47][CH:48]3[CH2:49][N:50]([C:59](=[O:60])[O:61][CH3:62])[CH2:51][CH:52]3[O:53][CH2:54][CH3:55])[n:43][c:44]2[CH2:45][CH3:46])[cH:34][cH:35][c:36]([Cl:38])[cH:37]1. The reactants are CC(C)(C)c1cc(NC(=O)Nc2cccc(S)c2)no1, O=C([O-])[O-], CC(C)O, COCCOc1cc2ncnc(Cl)c2cc1OC, [Cs+], [Cs+]. Yields the product COCCOc1cc2ncnc(Sc3cccc(NC(=O)Nc4cc(C(C)(C)C)on4)c3)c2cc1OC. As a reaction SMILES: [C:1]([CH3:2])([CH3:3])([CH3:4])[c:5]1[cH:6][c:7]([NH:10][C:11](=[O:12])[NH:13][c:14]2[cH:15][c:16]([SH:20])[cH:17][cH:18][cH:19]2)[n:8][o:9]1.[C:39](=[O:40])([O-:41])[O-:42].[CH:45]([OH:46])([CH3:47])[CH3:48].[Cl:21][c:22]1[n:23][cH:24][n:25][c:26]2[cH:27][c:28]([O:34][CH2:35][CH2:36][O:37][CH3:38])[c:29]([O:32][CH3:33])[cH:30][c:31]12.[Cs+:43].[Cs+:44]>>[C:1]([CH3:2])([CH3:3])([CH3:4])[c:5]1[cH:6][c:7]([NH:10][C:11](=[O:12])[NH:13][c:14]2[cH:15][c:16]([S:20][c:22]3[n:23][cH:24][n:25][c:26]4[cH:27][c:28]([O:34][CH2:35][CH2:36][O:37][CH3:38])[c:29]([O:32][CH3:33])[cH:30][c:31]34)[cH:17][cH:18][cH:19]2)[n:8][o:9]1.